This data is from the Open Reaction Database (ORD), a public repository of structured organic reaction records. The task is: describe an organic reaction: reactants, conditions, products, and yield The reactants are potassium trifluoro(2-methyl-4-(((1S,2S)-2-(5-methylpyridin-2-yl)cyclopropyl)methoxy)pyrimidin-5-yl)borate, ClC=1C=C(C(N(N1)C)=O)C (6-chloro-2,4-dimethylpyridazin-3(2H)-one), ClC=1C=C(C(N(N1)C)=O)C (6-chloro-2,4-dimethylpyridazin-3(2H)-one), [1,1′-bis(diphenylphosphino) ferrocene]dichloro-palladium(II), C([O-])([O-])=O.[Cs+].[Cs+] (cesium carbonate). Procedure details: A mixture of potassium trifluoro(2-methyl-4-(((1S,2S)-2-(5-methylpyridin-2-yl)cyclopropyl)methoxy)pyrimidin-5-yl)borate (60 mg, 0.20 mmol), 6-chloro-2,4-dimethylpyridazin-3(2H)-one (made according to US2012/108578 A1, 40 mg, 0.24 mmol), [1,1′-bis(diphenylphosphino) ferrocene]dichloro-palladium(II) (14 mg, 0.02 mmol) and cesium carbonate (163 mg, 0.5 mmol) in THF (0.8 mL) and H2O (0.2 mL) was stirred at reflux for 15 h. The mixture was cooled to ambient temperature, diluted with EtOAc (5 mL), was... Solvent: CCOC(=O)C (EtOAc), C1CCOC1 (THF), O (H2O). Product: ClC=1C=CC(N(N1)C)=O (6-Chloro-2-methylpyridazin-3(2H)-one). As a reaction SMILES: [Cl:1][C:2]1[CH:3]=[C:4](C)[C:5](=[O:9])[N:6]([CH3:8])[N:7]=1.C(=O)([O-])[O-].[Cs+].[Cs+]>C1COCC1.O.CCOC(C)=O>[Cl:1][C:2]1[CH:3]=[CH:4][C:5](=[O:9])[N:6]([CH3:8])[N:7]=1 |f:1.2.3|. Reactants: CS(=O)(=O)C1=CC=C(C=O)C=C1 (4-(methylsulfonyl)benzaldehyde), S1C2=C(C=C1CC1C(OC(OC1=O)(C)C)=O)C=CC=C2 (5-(benzo[b]thiophen-2-ylmethyl)-2,2-dimethyl-1,3-dioxane-4,6-dione), S1C2=C(C=C1CC(C(=O)O)C(=O)O)C=CC=C2 (2-(Benzo[b]thiophen-2-ylmethyl)malonic acid). The product is CS(=O)(=O)C1=CC=C(CC2C(OC(OC2=O)(C)C)=O)C=C1 (5-(4-Methylsulfonylbenzyl)-2,2-dimethyl-1,3-dioxane-4,6-dione). As a reaction SMILES: [CH3:1][S:2]([C:5]1[CH:12]=[CH:11][C:8]([CH:9]=O)=[CH:7][CH:6]=1)(=[O:4])=[O:3].S1C(C[CH:19]2[C:24](=[O:25])[O:23][C:22]([CH3:27])([CH3:26])[O:21][C:20]2=[O:28])=CC2C=CC=CC1=2.S1C(CC(C(O)=O)C(O)=O)=CC2C=CC=CC1=2>>[CH3:1][S:2]([C:5]1[CH:12]=[CH:11][C:8]([CH2:9][CH:19]2[C:24](=[O:25])[O:23][C:22]([CH3:27])([CH3:26])[O:21][C:20]2=[O:28])=[CH:7][CH:6]=1)(=[O:4])=[O:3]. Reported procedure: The title compound was prepared using 4-(methylsulfonyl)benzaldehyde in place of benzo[b]thiophene-2-carbaldehyde using the procedure described for the preparation of 5-(benzo[b]thiophen-2-ylmethyl)-2,2-dimethyl-1,3-dioxane-4,6-dione (Intermediate 39: step a). Reactants: Example 35, ClC1=NC=CC(=N1)C=1SC2=C(C1)C=CC(=C2)OCCF (2-(2-chloropyrimidine-4-yl)-6-(2-fluoroethoxy)benzothiophene), CO.CNC (dimethylamine methanol). Product: CN(C)C1=NC=CC(=N1)C=1SC2=C(C1)C=CC(=C2)OCCF (2-[2-(N,N-dimethylamino)pyrimidine-4-yl]-6-(2-fluoroethoxy)benzothiophene). Yield: 93.3%. As a reaction SMILES: Cl[C:2]1[N:7]=[C:6]([C:8]2[S:9][C:10]3[CH:16]=[C:15]([O:17][CH2:18][CH2:19][F:20])[CH:14]=[CH:13][C:11]=3[CH:12]=2)[CH:5]=[CH:4][N:3]=1.CO.[CH3:23][NH:24][CH3:25]>>[CH3:23][N:24]([C:2]1[N:7]=[C:6]([C:8]2[S:9][C:10]3[CH:16]=[C:15]([O:17][CH2:18][CH2:19][F:20])[CH:14]=[CH:13][C:11]=3[CH:12]=2)[CH:5]=[CH:4][N:3]=1)[CH3:25] |f:1.2|. Procedure: 2-[2-(N,N-Dimethylamino)pyrimidine-4-yl]-6-(2-fluoroethoxy)benzothiophene (1-36, 77 mg, 93%) was prepared in the same manner as in Example 35 as a yellow solid using 2-(2-chloropyrimidine-4-yl)-6-(2-fluoroethoxy)benzothiophene (105b, 80 mg, 0.26 mmol) obtained in Preparation Example 20 and a 2.0 M dimethylamine methanol solution (NHMe2 in MeOH, 0.26 mL, 0.52 mmol). Starting materials: BrB(Br)Br, COc1cc2cn[nH]c2cc1Br, ClCCl. Yields the product Oc1cc2cn[nH]c2cc1Br. Reaction SMILES: [B:13]([Br:14])([Br:15])[Br:16].[Br:1][c:2]1[c:3]([O:11][CH3:12])[cH:4][c:5]2[cH:6][n:7][nH:8][c:9]2[cH:10]1.[Cl:17][CH2:18][Cl:19]>>[Br:1][c:2]1[c:3]([OH:11])[cH:4][c:5]2[cH:6][n:7][nH:8][c:9]2[cH:10]1. The reactants are O.C1(=CC(O)=CC(C)=C1)O (orcinol monohydrate), BrC=1C=CC(=C(C1)S(=O)(=O)Cl)OC (5-bromo-2-methoxybenzenesulfonyl chloride), C(=O)(O)[O-].[Na+] (NaHCO3). Solvent: C(C)OCC (diethyl ether). Conditions: time 3 day. Product: BrC=1C=CC(=C(C1)S(=O)(=O)OC=1C=C(C=C(C1)C)O)OC (3-(5-Bromo-2-methoxyphenylsulfonyloxy)-5-methylphenol). As a reaction SMILES: O.[C:2]1([OH:10])[CH:9]=[C:7]([CH3:8])[CH:6]=[C:4]([OH:5])[CH:3]=1.[Br:11][C:12]1[CH:13]=[CH:14][C:15]([O:22][CH3:23])=[C:16]([S:18](Cl)(=[O:20])=[O:19])[CH:17]=1.C([O-])(O)=O.[Na+]>C(OCC)C>[Br:11][C:12]1[CH:13]=[CH:14][C:15]([O:22][CH3:23])=[C:16]([S:18]([O:5][C:4]2[CH:3]=[C:2]([OH:10])[CH:9]=[C:7]([CH3:8])[CH:6]=2)(=[O:19])=[O:20])[CH:17]=1 |f:0.1,3.4|. Procedure details: To a solution of 1.25 g (8.76 mmol) of orcinol monohydrate and 2.50 g (8.76 mmol) of 5-bromo-2-methoxybenzenesulfonyl chloride in 25 mL of diethyl ether was added 25 mL of saturated aqueous NaHCO3 and the biphasic mixture stirred vigorously at ambient temperature for 3 days. The layers were separated and the aqueous layer extracted with 2×30 mL of ethyl acetate. The combined organic layers were washed with 50 mL of brine, dried (Na2SO4) and concentrated to 1.92 g (59%) of the desired product as ...